From a dataset of the Open Reaction Database (ORD), a public repository of structured organic reaction records. describe an organic reaction: reactants, conditions, products, and yield The reactants are BrC=1C=CC=2N(C1)N=C(N2)N (6-bromo-[1,2,4]triazolo[1,5-a]pyridin-2-ylamine), CS(=O)(=O)C1=CC=C(C=C1)B(O)O ((4-methylsulfonylphenyl)boronic acid). The product is CS(=O)(=O)C1=CC=C(C=C1)C=1C=CC=2N(C1)N=C(N2)N (6-(4-Methanesulfonyl-phenyl)-[1,2,4]triazolo[1,5-a]pyridin-2-ylamine), solid. Yield: 58.0%. RXN SMILES: Br[C:2]1[CH:3]=[CH:4][C:5]2[N:6]([N:8]=[C:9]([NH2:11])[N:10]=2)[CH:7]=1.[CH3:12][S:13]([C:16]1[CH:21]=[CH:20][C:19](B(O)O)=[CH:18][CH:17]=1)(=[O:15])=[O:14]>>[CH3:12][S:13]([C:16]1[CH:21]=[CH:20][C:19]([C:2]2[CH:3]=[CH:4][C:5]3[N:6]([N:8]=[C:9]([NH2:11])[N:10]=3)[CH:7]=2)=[CH:18][CH:17]=1)(=[O:15])=[O:14]. Procedure details: 6-(4-Methanesulfonyl-phenyl)-[1,2,4]triazolo[1,5-a]pyridin-2-ylamine was prepared from 6-bromo-[1,2,4]triazolo[1,5-a]pyridin-2-ylamine (200.0 mg, 0.9388 mmol) and (4-methylsulfonylphenyl)boronic acid (210.0 mg, 1.050 mmol) in a manner analogous to Step 2c. The reaction product was isolated as an off-white solid (0.158 g, 58%). MP=301-303° C. 1H NMR (400 MHz, (D3C)2SO, δ, ppm): 9.08-9.05 (m, 1H), 8.06-7.97 (m, 4H), 7.86 (dd, J=9.2, 1.7 Hz, 1H), 7.48 (d, J=9.1 Hz, 1H), 6.15 (s, 2H), 3.26 (s, 3H). ...